This data is from the Open Reaction Database (ORD), a public repository of structured organic reaction records. The task is: describe an organic reaction: reactants, conditions, products, and yield Reactants: ClC1=C(C(=NC2=CC(=CC(=C12)F)F)C1=NC=CC(=C1)C)C (4-chloro-5,7-difluoro-3-methyl-2-(4-methylpyridin-2-yl)quinoline), CC1(CNC=2C1=NC=C(C2)N2CCOCC2)C (4-(3,3-dimethyl-2,3-dihydro-1H-pyrrolo[3,2-b]pyridin-6-yl)morpholine), CC(C)C1=CC(=C(C(=C1)C(C)C)C2=C(C=CC=C2)P(C3CCCCC3)C4CCCCC4)C(C)C (XPhos), CC(C)([O-])C.[Na+] (sodium tert-butoxide). Reagents/catalysts: C=1C=CC(=CC1)/C=C/C(=O)/C=C/C2=CC=CC=C2.C=1C=CC(=CC1)/C=C/C(=O)/C=C/C2=CC=CC=C2.C=1C=CC(=CC1)/C=C/C(=O)/C=C/C2=CC=CC=C2.[Pd].[Pd] (Pd2dba3). Run in C1(=CC=CC=C1)C (toluene). Product: CC1(CN(C=2C1=NC=C(C2)N2CCOCC2)C2=C(C(=NC1=CC(=CC(=C21)F)F)C2=NC=CC(=C2)C)C)C (4-(3,3-dimethyl-6-(4-morpholinyl)-2,3-dihydro-1H-pyrrolo[3,2-b]pyridin-1-yl)-5,7-difluoro-3-methyl-2-(4-methyl-2-pyridinyl)quinoline). Reaction SMILES: Cl[C:2]1[C:11]2[C:6](=[CH:7][C:8]([F:13])=[CH:9][C:10]=2[F:12])[N:5]=[C:4]([C:14]2[CH:19]=[C:18]([CH3:20])[CH:17]=[CH:16][N:15]=2)[C:3]=1[CH3:21].[CH3:22][C:23]1([CH3:38])[C:27]2=[N:28][CH:29]=[C:30]([N:32]3[CH2:37][CH2:36][O:35][CH2:34][CH2:33]3)[CH:31]=[C:26]2[NH:25][CH2:24]1.CC(C1C=C(C(C)C)C(C2C=CC=CC=2P(C2CCCCC2)C2CCCCC2)=C(C(C)C)C=1)C.CC(C)([O-])C.[Na+]>C1C=CC(/C=C/C(/C=C/C2C=CC=CC=2)=O)=CC=1.C1C=CC(/C=C/C(/C=C/C2C=CC=CC=2)=O)=CC=1.C1C=CC(/C=C/C(/C=C/C2C=CC=CC=2)=O)=CC=1.[Pd].[Pd].C1(C)C=CC=CC=1>[CH3:22][C:23]1([CH3:38])[C:27]2=[N:28][CH:29]=[C:30]([N:32]3[CH2:37][CH2:36][O:35][CH2:34][CH2:33]3)[CH:31]=[C:26]2[N:25]([C:2]2[C:11]3[C:6](=[CH:7][C:8]([F:13])=[CH:9][C:10]=3[F:12])[N:5]=[C:4]([C:14]3[CH:19]=[C:18]([CH3:20])[CH:17]=[CH:16][N:15]=3)[C:3]=2[CH3:21])[CH2:24]1 |f:3.4,5.6.7.8.9|. Procedure details: Prepared according to procedure Y by stirring 4-chloro-5,7-difluoro-3-methyl-2-(4-methylpyridin-2-yl)quinoline (65 mg, 0.213 mmol), 4-(3,3-dimethyl-2,3-dihydro-1H-pyrrolo[3,2-b]pyridin-6-yl)morpholine (54.7 mg, 0.235 mmol), Pd2dba3 (29.3 mg, 0.032 mmol), XPhos (30.5 mg, 0.064 mmol), sodium tert-butoxide (51 mg, 0.533 mmol), and toluene (2.1 mL) at 100° C. for 2 h. Purification by reverse-phase HPLC (0-90% acetonitrile in water) gave 4-(3,3-dimethyl-6-(4-morpholinyl)-2,3-dihydro-1H-pyrrolo[3,2-b]... Starting materials: BrC1=CC(=CC=2N(C(=NC21)C)CC2=C(C(=CC=C2)Cl)Cl)N2CCOCC2 (4-(4-bromo-1-(2,3-dichlorobenzyl)-2-methyl-1H-benzo[d]imidazol-6-yl)morpholine), COB(OC)OC (trimethylborate). Product: ClC1=C(CN2C(=NC3=C2C=C(C=C3B(O)O)N3CCOCC3)C)C=CC=C1Cl ((1-(2,3-dichlorobenzyl)-2-methyl-6-morpholino-1H-benzo[d]imidazol-4-yl)boronic acid), product. The yield is 10.0%. Reaction SMILES: Br[C:2]1[C:10]2[N:9]=[C:8]([CH3:11])[N:7]([CH2:12][C:13]3[CH:18]=[CH:17][CH:16]=[C:15]([Cl:19])[C:14]=3[Cl:20])[C:6]=2[CH:5]=[C:4]([N:21]2[CH2:26][CH2:25][O:24][CH2:23][CH2:22]2)[CH:3]=1.C[O:28][B:29](OC)[O:30]C>>[Cl:20][C:14]1[C:15]([Cl:19])=[CH:16][CH:17]=[CH:18][C:13]=1[CH2:12][N:7]1[C:6]2[CH:5]=[C:4]([N:21]3[CH2:26][CH2:25][O:24][CH2:23][CH2:22]3)[CH:3]=[C:2]([B:29]([OH:30])[OH:28])[C:10]=2[N:9]=[C:8]1[CH3:11]. Reported procedure: The titled compound was prepared from 4-(4-bromo-1-(2,3-dichlorobenzyl)-2-methyl-1H-benzo[d]imidazol-6-yl)morpholine (0.9 g, 1.977 mmol) using Method A with trimethylborate to give the product (82 mg, 10%). 1H NMR (400 MHz, DMSO-d6) δ ppm 2.45 (s, 3H) 2.97-3.12 (m, 4H) 3.69-3.77 (m, 4H) 5.57 (s, 2H) 6.32 (dd, J=7.83, 1.01 Hz, 1H) 7.12 (d, J=2.02 Hz, 1H) 7.26 (t, J=7.96 Hz, 1H) 7.36 (d, J=2.02 Hz, 1H) 7.61 (dd, J=8.08, 1.26 Hz, 1H) 8.66 (s, 2H); MS (ES+) m/z 420.1 [M+H]+.